describe an organic reaction: reactants, conditions, products, and yield From a dataset of the Open Reaction Database (ORD), a public repository of structured organic reaction records. The reactants are COC(N[C@H](C(=O)N1CC2(OCCO2)C[C@H]1C=1NC(=CN1)C1=CC=C(C=C1)C1=CC2=CC=C(C=C2C=C1)C1=CN=C(N1)[C@H]1N(CCC1)C([C@@H](C1=CC=CC=C1)NC(=O)OC)=O)C(C)C)=O ((S)-1-((S)-8-(5-(4-(6-(2-((S)-1-((R)-2-(methoxycarbonylamino)-2-phenylacetyl)pyrrolidin-2-yl)-1H-imidazol-5-yl)naphthalen-2-yl)phenyl)-1H-imidazol-2-yl)-1,4-dioxa-7-azaspiro[4.4]nonan-7-yl)-3-methyl-1-oxobutan-2-ylcarbamic acid methyl ester), Cl.Cl.Cl.FC1(C2=CC(=CC=C2C=2C=CC(=CC12)C1=CN=C(N1)[C@H]1N(CCC1)C([C@H](C1CCOCC1)NC(OC)=O)=O)C=1C=CC2=C(NC(=N2)[C@H]2NCCC2)C1)F (methyl (S)-2-((S)-2-(5-(9,9-difluoro-7-(2-((S)-pyrrolidin-2-yl)-1H-benzo[d]imidazol-6-yl)-9H-fluoren-2-yl)-1H-imidazol-2-yl)pyrrolidin-1-yl)-2-oxo-1-(tetrahydro-2H-pyran-4-yl)ethylcarbamate 3HCl salt). Product: COC(N[C@@H](C(=O)N1[C@@H](CCC1)C1=NC2=C(N1)C=C(C=C2)C2=CC=1C(C3=CC(=CC=C3C1C=C2)C2=CN=C(N2)[C@H]2N(CCC2)C([C@H](C2CCOCC2)NC(=O)OC)=O)(F)F)C2=CC=CC=C2)=O ((R)-2-((S)-2-(6-(9,9-difluoro-7-(2-((S)-1-((S)-2-(methoxycarbonylamino)-2-(tetrahydro-2H-pyran-4-yl)acetyl)pyrrolidin-2-yl)-1H-imidazol-5-yl)-9H-fluoren-2-yl)-1H-benzo[d]imidazol-2-yl)pyrrolidin-1-yl)-2-oxo-1-phenylethylcarbamic acid methyl ester). Reaction SMILES: COC(=O)N[C@@H](C(C)C)C(N1[C@H](C2NC(C3C=CC(C4C=CC5C(=CC=C(C6NC([C@@H]7CCCN7[C:48](=[O:61])[C@H:49]([NH:56][C:57]([O:59][CH3:60])=[O:58])[C:50]7[CH:55]=[CH:54][CH:53]=[CH:52][CH:51]=7)=NC=6)C=5)C=4)=CC=3)=CN=2)CC2(OCCO2)C1)=O.Cl.Cl.Cl.[F:69][C:70]1([F:121])[C:82]2[CH:81]=[C:80]([C:83]3[NH:87][C:86]([C@@H:88]4[CH2:92][CH2:91][CH2:90][N:89]4[C:93](=[O:106])[C@@H:94]([NH:101][C:102](=[O:105])[O:103][CH3:104])[CH:95]4[CH2:100][CH2:99][O:98][CH2:97][CH2:96]4)=[N:85][CH:84]=3)[CH:79]=[CH:78][C:77]=2[C:76]2[C:71]1=[CH:72][C:73]([C:107]1[CH:108]=[CH:109][C:110]3[N:114]=[C:113]([C@@H:115]4[CH2:119][CH2:118][CH2:117][NH:116]4)[NH:112][C:111]=3[CH:120]=1)=[CH:74][CH:75]=2>>[CH3:60][O:59][C:57](=[O:58])[NH:56][C@H:49]([C:50]1[CH:55]=[CH:54][CH:53]=[CH:52][CH:51]=1)[C:48]([N:116]1[CH2:117][CH2:118][CH2:119][C@H:115]1[C:113]1[NH:112][C:111]2[CH:120]=[C:107]([C:73]3[CH:74]=[CH:75][C:76]4[C:77]5[C:82](=[CH:81][C:80]([C:83]6[NH:87][C:86]([C@@H:88]7[CH2:92][CH2:91][CH2:90][N:89]7[C:93](=[O:106])[C@@H:94]([NH:101][C:102]([O:103][CH3:104])=[O:105])[CH:95]7[CH2:100][CH2:99][O:98][CH2:97][CH2:96]7)=[N:85][CH:84]=6)=[CH:79][CH:78]=5)[C:70]([F:69])([F:121])[C:71]=4[CH:72]=3)[CH:108]=[CH:109][C:110]=2[N:114]=1)=[O:61] |f:1.2.3.4|. Procedure details: The title compound was prepared according to the method employed to prepare (S)-1-((S)-8-(5-(4-(6-(2-((S)-1-((R)-2-(methoxycarbonylamino)-2-phenylacetyl)pyrrolidin-2-yl)-1H-imidazol-5-yl)naphthalen-2-yl)phenyl)-1H-imidazol-2-yl)-1,4-dioxa-7-azaspiro[4.4]nonan-7-yl)-3-methyl-1-oxobutan-2-ylcarbamic acid methyl ester, except that methyl (S)-2-((S)-2-(5-(9,9-difluoro-7-(2-((S)-pyrrolidin-2-yl)-1H-benzo[d]imidazol-6-yl)-9H-fluoren-2-yl)-1H-imidazol-2-yl)pyrrolidin-1-yl)-2-oxo-1-(tetrahydro-2H-pyran-...